The task is: describe an organic reaction: reactants, conditions, products, and yield. This data is from the Open Reaction Database (ORD), a public repository of structured organic reaction records. The reactants are CS(=O)(=O)OCCOC1C2CN(C(C1)C2)C=2C1=C(N=CN2)SC=C1C(C)C (2-[[2-(5-Isopropylthieno[2,3-d]pyrimidin-4-yl)-2-azabicyclo[2.2.1]heptan-5-yl]oxy]ethyl methanesulfonate), CN(C)C=O (DMF), Cl.C12OCC(NC1)C2 (2-oxa-5-azabicyclo[2.2.1]heptane hydrochloride), C([O-])([O-])=O.[K+].[K+] (potassium carbonate). Solvent: C(C)C(=O)C (methyl ethyl ketone), C(Cl)Cl (DCM). Conditions: temperature 180 celsius. Product: C(C)(C)C1=CSC=2N=CN=C(C21)N2C1CC(C(C2)C1)OCCN1C2COC(C1)C2 (5-[2-[[2-(5-isopropylthieno[2,3-d]pyrimidin-4-yl)-2-azabicyclo[2.2.1]heptan-5-yl]oxy]ethyl]-2-oxa-5-azabicyclo[2.2.1]heptane). Yield: 17.9%. Reaction SMILES: CS(O[CH2:6][CH2:7][O:8][CH:9]1[CH2:14][CH:13]2[CH2:15][CH:10]1[CH2:11][N:12]2[C:16]1[C:17]2[C:24]([CH:25]([CH3:27])[CH3:26])=[CH:23][S:22][C:18]=2[N:19]=[CH:20][N:21]=1)(=O)=O.Cl.[CH:29]12[CH2:35][CH:32]([NH:33][CH2:34]1)[CH2:31][O:30]2.C(=O)([O-])[O-].[K+].[K+].CN(C=O)C>C(C(C)=O)C.C(Cl)Cl>[CH:25]([C:24]1[C:17]2[C:16]([N:12]3[CH2:11][CH:10]4[CH2:15][CH:13]3[CH2:14][CH:9]4[O:8][CH2:7][CH2:6][N:33]3[CH2:34][CH:29]4[CH2:35][CH:32]3[CH2:31][O:30]4)=[N:21][CH:20]=[N:19][C:18]=2[S:22][CH:23]=1)([CH3:27])[CH3:26] |f:1.2,3.4.5|. Procedure details: 2-[[2-(5-Isopropylthieno[2,3-d]pyrimidin-4-yl)-2-azabicyclo[2.2.1]heptan-5-yl]oxy]ethyl methanesulfonate (0.11 g, 0.27 mmol), 2-oxa-5-azabicyclo[2.2.1]heptane hydrochloride (0.072 g, 0.53 mmol) and potassium carbonate (0.11 g, 0.80 mmol) were combined in methyl ethyl ketone (2 mL)/DMF (1 mL, 12.8) and heated in the microwave for 30 minutes at 180° C. The reaction mixture was diluted with DCM, washed with water, dried over Na2SO4 and concentrated at reduced pressure. The resulting residue was pur... The reactants are CC(C)(C)c1c(N)nn2cccnc12, O=C(O)Cc1c(Cl)cccc1Cl. Product: CC(C)(C)c1c(NC(=O)Cc2c(Cl)cccc2Cl)nn2cccnc12. As a reaction SMILES: [C:1]([CH3:2])([CH3:3])([CH3:4])[c:5]1[c:6]([NH2:14])[n:7][n:8]2[c:9]1[n:10][cH:11][cH:12][cH:13]2.[Cl:15][c:16]1[c:17]([CH2:23][C:24](=[O:25])[OH:26])[c:18]([Cl:22])[cH:19][cH:20][cH:21]1>>[C:1]([CH3:2])([CH3:3])([CH3:4])[c:5]1[c:6]([NH:14][C:24]([CH2:23][c:17]2[c:16]([Cl:15])[cH:21][cH:20][cH:19][c:18]2[Cl:22])=[O:25])[n:7][n:8]2[c:9]1[n:10][cH:11][cH:12][cH:13]2. The reactants are FC1=CC=C(C=C1)[N+](=O)[O-] (1-fluoro-4-nitro-benzene), FC(C(COC)O)(F)F ((rac)-1,1,1-trifluoro-3-methoxy-propan-2-ol). Product: FC(C(OC1=CC=C(C=C1)N)COC)(F)F ((rac) 4-(2,2,2-trifluoro-1-methoxymethyl-ethoxy)-phenylamine). Reaction SMILES: F[C:2]1[CH:7]=[CH:6][C:5]([N+:8]([O-])=O)=[CH:4][CH:3]=1.[F:11][C:12]([F:19])([F:18])[CH:13]([OH:17])[CH2:14][O:15][CH3:16]>>[F:11][C:12]([F:19])([F:18])[CH:13]([CH2:14][O:15][CH3:16])[O:17][C:2]1[CH:7]=[CH:6][C:5]([NH2:8])=[CH:4][CH:3]=1. Procedure details: This material was obtained following the procedures described in example 33 i,ii) from 1-fluoro-4-nitro-benzene and (rac)-1,1,1-trifluoro-3-methoxy-propan-2-ol. Reactants: C(C)(C)(C)OC(=O)N1CCC(CC1)OC1=C(C(=O)O)C=CC(=C1)SC (2-(1-tert-butoxycarbonylpiperidin-4-yloxy)-4-(methylthio)benzoic acid), N1=CC=CC=C1 (pyridine), NC=1C(=NC=CC1)C(=O)NC1=NC=C(C=C1)Cl (3-amino-N-(5-chloropyridin-2-yl)pyridine-2-carboxamide), N1=CC=CC=C1 (pyridine), C(C(=O)Cl)(=O)Cl (Oxalyl chloride). The reagents and catalysts are CN(C)C=O (DMF). Run in ClCCl (dichloromethane), ClCCl (dichloromethane). Run at time 30 minute. Product: C(C)(C)(C)OC(=O)N1CCC(CC1)OC1=C(C(=O)NC=2C(=NC=CC2)C(=O)NC2=NC=C(C=C2)Cl)C=CC(=C1)SC (3-[2-(1-tert-Butoxycarbonylpiperidin-4-yloxy)-4-(methylthio)benzoylamino]-N-(5-chloropyridin-2-yl)pyridine-2-carboxamide). Yield: 72.0%. RXN SMILES: [C:1]([O:5][C:6]([N:8]1[CH2:13][CH2:12][CH:11]([O:14][C:15]2[CH:23]=[C:22]([S:24][CH3:25])[CH:21]=[CH:20][C:16]=2[C:17]([OH:19])=O)[CH2:10][CH2:9]1)=[O:7])([CH3:4])([CH3:3])[CH3:2].N1C=CC=CC=1.C(Cl)(=O)C(Cl)=O.[NH2:38][C:39]1[C:40]([C:45]([NH:47][C:48]2[CH:53]=[CH:52][C:51]([Cl:54])=[CH:50][N:49]=2)=[O:46])=[N:41][CH:42]=[CH:43][CH:44]=1>ClCCl.CN(C=O)C>[C:1]([O:5][C:6]([N:8]1[CH2:9][CH2:10][CH:11]([O:14][C:15]2[CH:23]=[C:22]([S:24][CH3:25])[CH:21]=[CH:20][C:16]=2[C:17]([NH:38][C:39]2[C:40]([C:45]([NH:47][C:48]3[CH:53]=[CH:52][C:51]([Cl:54])=[CH:50][N:49]=3)=[O:46])=[N:41][CH:42]=[CH:43][CH:44]=2)=[O:19])[CH2:12][CH2:13]1)=[O:7])([CH3:3])([CH3:2])[CH3:4]. Procedure details: The 2-(1-tert-butoxycarbonylpiperidin-4-yloxy)-4-(methylthio)benzoic acid (201 mg, 0.55 mmol) was diluted with dichloromethane (5 mL), pyridine (52 μL, 0.64 mmol), and DMF (2 drops). Oxalyl chloride (52 μL, 0.60 mmol) was added and vigorous bubbling occurred. After about 30 minutes, the reaction was concentrated in vacuo. The residue was diluted with dichloromethane (5 mL) and the 3-amino-N-(5-chloropyridin-2-yl)pyridine-2-carboxamide (123 mg, 0.50 mmol) was added, followed by pyridine (72 μL, 0... Reactants: C(C)(C)(C)OC(=O)C1=C(CS[C@H]2N1C([C@@]2(OC)N)=O)C(CCNS(=O)(=O)C)SC2=NN=NN2 (7β-amino-7α-methoxy-3-[1-(2-methanesulfonamidoethyl)tetrazol-5-ylthiomethyl]-3-cephem-4-carboxylic acid t-butyl ester), C(C)N(C1=CC=CC=C1)CC (N,N-diethylaniline), D-O-dichloroacetylmandeloyl chloride. Run in C(Cl)Cl (methylene chloride), C(Cl)Cl (methylene chloride). Conditions: time 30 minute. Product: C([C@H](O)C1=CC=CC=C1)(=O)N[C@]1([C@@H]2N(C(=C(CS2)C(CCNS(=O)(=O)C)SC2=NN=NN2)C(=O)O)C1=O)OC (7β-D-Mandelamido-7α-methoxy-3-[1-(2-methanesulfonamidoethyl)tetrazol-5-ylthiomethyl]-3-cephem-4-carboxylic acid). As a reaction SMILES: C([O:5][C:6]([C:8]1[N:13]2[C:14](=[O:19])[C@:15]([NH2:18])([O:16][CH3:17])[C@H:12]2[S:11][CH2:10][C:9]=1[CH:20]([S:28][C:29]1[NH:33][N:32]=[N:31][N:30]=1)[CH2:21][CH2:22][NH:23][S:24]([CH3:27])(=[O:26])=[O:25])=[O:7])(C)(C)C.C(N(CC)[C:37]1[CH:42]=[CH:41][CH:40]=[CH:39][CH:38]=1)C>C(Cl)Cl>[C:15]([NH:18][C@:15]1([O:16][CH3:17])[C:14](=[O:19])[N:13]2[C:8]([C:6]([OH:5])=[O:7])=[C:9]([CH:20]([S:28][C:29]3[NH:30][N:31]=[N:32][N:33]=3)[CH2:21][CH2:22][NH:23][S:24]([CH3:27])(=[O:25])=[O:26])[CH2:10][S:11][C@H:12]12)(=[O:16])[C@@H:14]([C:37]1[CH:38]=[CH:39][CH:40]=[CH:41][CH:42]=1)[OH:19]. Procedure: A solution of 1.04 g (2 mmol) of 7β-amino-7α-methoxy-3-[1-(2-methanesulfonamidoethyl)tetrazol-5-ylthiomethyl]-3-cephem-4-carboxylic acid t-butyl ester and 0.30 g (2 mmol) of N,N-diethylaniline in 100 ml of dry methylene chloride is stirred at 0°-5° while 0.56 g (2 mmol) of D-O-dichloroacetylmandeloyl chloride in 10 ml of methylene chloride is added dropwise over 10 minutes. The mixture is stirred in the cold for 30 minutes when warmed to room temperature and stirred for an additional 30 minutes.... The reactants are CC=1C=C(C=CC1)C(C)=O (3′-Methylacetophenone), BrN1C(CCC1=O)=O (N-bromosuccinimide). Reagents/catalysts: C(C1=CC=CC=C1)(=O)OOC(C1=CC=CC=C1)=O (benzoyl peroxide). Run in C(Cl)(Cl)(Cl)Cl (carbon tetrachloride). The product is BrCC=1C=C(C=CC1)C(C)=O (3′-Bromomethylacetophenone). The yield is 38.8%. Reaction SMILES: [CH3:1][C:2]1[CH:3]=[C:4]([C:8](=[O:10])[CH3:9])[CH:5]=[CH:6][CH:7]=1.[Br:11]N1C(=O)CCC1=O>C(OOC(=O)C1C=CC=CC=1)(=O)C1C=CC=CC=1.C(Cl)(Cl)(Cl)Cl>[Br:11][CH2:1][C:2]1[CH:3]=[C:4]([C:8](=[O:10])[CH3:9])[CH:5]=[CH:6][CH:7]=1. Reported procedure: 3′-Methylacetophenone (5.00 g; 37.3 mmol), N-bromosuccinimide (6.63 g; 37.3 mmol), and benzoyl peroxide (100 mg) were added to carbon tetrachloride (70 ml), and the mixture was refluxed for 1 hour. The mixture was left to cool to room temperature, and crystals that precipitated were removed by filtration. The filtrate was evaporated under reduced pressure, and the residue was purified by silica gel column chromatography (n-hexane:ethyl acetate=20:1), to thereby yield 3.08 g of the target compoun... Starting materials: O=C(Cl)C(Cl)(Cl)Cl, CC(C)(O)C(N)c1ccccc1, c1ccncc1. Yields the product CC(C)(O)C(NC(=O)C(Cl)(Cl)Cl)c1ccccc1. Reaction SMILES: [Cl:13][C:14]([C:15](=[O:16])[Cl:17])([Cl:18])[Cl:19].[NH2:1][CH:2]([C:3]([CH3:4])([OH:5])[CH3:6])[c:7]1[cH:8][cH:9][cH:10][cH:11][cH:12]1.[cH:20]1[cH:21][cH:22][n:23][cH:24][cH:25]1>>[NH:1]([CH:2]([C:3]([CH3:4])([OH:5])[CH3:6])[c:7]1[cH:8][cH:9][cH:10][cH:11][cH:12]1)[C:15]([C:14]([Cl:13])([Cl:18])[Cl:19])=[O:16]. Run in CCOCC (ether). As a reaction SMILES: [C:1]([C:5]1[CH:6]=[C:7]([C:21]([CH3:24])([CH3:23])[CH3:22])[C:8]2[O:13][CH:12]([C:14]([O:16][CH2:17][CH3:18])=[O:15])[CH2:11][C:10](=[O:19])[C:9]=2[CH:20]=1)([CH3:4])([CH3:3])[CH3:2].[Se](=O)=O>CCOCC>[C:1]([C:5]1[CH:6]=[C:7]([C:21]([CH3:22])([CH3:24])[CH3:23])[C:8]2[O:13][C:12]([C:14]([O:16][CH2:17][CH3:18])=[O:15])=[CH:11][C:10](=[O:19])[C:9]=2[CH:20]=1)([CH3:4])([CH3:3])[CH3:2]. The reactants are C(C)(C)(C)C=1C=C(C2=C(C(CC(O2)C(=O)OCC)=O)C1)C(C)(C)C (6,8-di-t-butyl-2,3-dihydro-4-oxo-4H-1-benzopyran-2-carboxylic acid, ethyl ester), [Se](=O)=O (selenium dioxide). The product is C(C)(C)(C)C=1C=C(C2=C(C(C=C(O2)C(=O)OCC)=O)C1)C(C)(C)C (6,8-di-t-butyl-4-oxo-4H-1-benzopyran-2-carboxylic acid, ethyl ester). Procedure details: A mixture of 3.32 parts of 6,8-di-t-butyl-2,3-dihydro-4-oxo-4H-1-benzopyran-2-carboxylic acid, ethyl ester and 3.33 parts of selenium dioxide was refluxed in 35 parts of xlene for eight hours. The reaction mixture was cooled, ether was added and the insoluble inorganic products were removed by filtration. Evaporation of the volatile components of the filtrate gave abrown residue which crystallised from light petroleum (b.p. 40°-60° C) to give 1.54 parts of 6,8-di-t-butyl-4-oxo-4H-1-benzopyran-2-... Starting materials: C1CCOC1, COB1OC(C)(C)C(C)(C)O1, CC(C)[Mg+], [Cl-], [Cl-], Cc1c(I)cnn1C1CCC(N)CC1, [NH4+]. Yields the product Cc1c(B2OC(C)(C)C(C)(C)O2)cnn1C1CCC(N)CC1. RXN SMILES: [CH2:15]1[O:16][CH2:17][CH2:18][CH2:19]1.[CH3:25][O:26][B:27]1[O:28][C:29]([CH3:34])([CH3:35])[C:30]([CH3:32])([CH3:33])[O:31]1.[CH:21]([Mg+:22])([CH3:23])[CH3:24].[Cl-:20].[Cl-:36].[I:1][c:2]1[cH:3][n:4][n:5]([CH:8]2[CH2:9][CH2:10][CH:11]([NH2:14])[CH2:12][CH2:13]2)[c:6]1[CH3:7].[NH4+:37]>>[c:2]1([B:27]2[O:28][C:29]([CH3:34])([CH3:35])[C:30]([CH3:32])([CH3:33])[O:31]2)[cH:3][n:4][n:5]([CH:8]2[CH2:9][CH2:10][CH:11]([NH2:14])[CH2:12][CH2:13]2)[c:6]1[CH3:7]. The reactants are COC(=O)CCN(C(=O)c1cc(Cl)cc(OCCN(C(=O)OC(C)(C)C)c2ccncc2)c1)c1ccccc1, Cl, [Na+], C1COCCO1, [OH-]. Product: CC(C)(C)OC(=O)N(CCOc1cc(Cl)cc(C(=O)N(CCC(=O)O)c2ccccc2)c1)c1ccncc1. Reaction SMILES: [CH3:3][O:4][C:5]([CH2:6][CH2:7][N:8]([c:9]1[cH:10][cH:11][cH:12][cH:13][cH:14]1)[C:15]([c:16]1[cH:17][c:18]([O:23][CH2:24][CH2:25][N:26]([c:27]2[cH:28][cH:29][n:30][cH:31][cH:32]2)[C:33](=[O:34])[O:35][C:36]([CH3:37])([CH3:38])[CH3:39])[cH:19][c:20]([Cl:22])[cH:21]1)=[O:40])=[O:41].[ClH:42].[Na+:2].[O:43]1[CH2:44][CH2:45][O:46][CH2:47][CH2:48]1.[OH-:1]>>[O:4]=[C:5]([CH2:6][CH2:7][N:8]([c:9]1[cH:10][cH:11][cH:12][cH:13][cH:14]1)[C:15]([c:16]1[cH:17][c:18]([O:23][CH2:24][CH2:25][N:26]([c:27]2[cH:28][cH:29][n:30][cH:31][cH:32]2)[C:33](=[O:34])[O:35][C:36]([CH3:37])([CH3:38])[CH3:39])[cH:19][c:20]([Cl:22])[cH:21]1)=[O:40])[OH:41].